Dataset: the Open Reaction Database (ORD), a public repository of structured organic reaction records. Task: describe an organic reaction: reactants, conditions, products, and yield Run at time 10 minute. Procedure: To a ice cold solution of 2-methylpropan-1-ol (110 mg, 1.483 mmol) in DMF (1483 μl) was added sodium hydride (59.3 mg, 1.483 mmol) under nitrogen and stirred for 10 min to this was then added a solution of 1-(6-fluoro-2-methoxypyridin-3-yl)-N-(pyrimidin-4-yl)isoquinoline-6-sulfonamide (122 mg, 0.297 mmol) in DMF (1483 μl) and stirred for 16 h slowly raising the temperature to ambient temperature. The reaction mixture was quenched with MeOH, concentrated and purified via reverse phase HPLC (0.1% ... Run in CN(C)C=O (DMF), CN(C)C=O (DMF). The product is C(C(C)C)OC1=CC=C(C(=N1)OC)C1=NC=CC2=CC(=CC=C12)S(=O)(=O)NC1=NC=NC=C1 (1-(6-isobutoxy-2-methoxypyridin-3-yl)-N-(pyrimidin-4-yl)isoquinoline-6-sulfonamide). As a reaction SMILES: [CH3:1][CH:2]([CH3:5])[CH2:3][OH:4].[H-].[Na+].F[C:9]1[N:14]=[C:13]([O:15][CH3:16])[C:12]([C:17]2[C:26]3[C:21](=[CH:22][C:23]([S:27]([NH:30][C:31]4[CH:36]=[CH:35][N:34]=[CH:33][N:32]=4)(=[O:29])=[O:28])=[CH:24][CH:25]=3)[CH:20]=[CH:19][N:18]=2)=[CH:11][CH:10]=1>CN(C=O)C>[CH2:3]([O:4][C:9]1[N:14]=[C:13]([O:15][CH3:16])[C:12]([C:17]2[C:26]3[C:21](=[CH:22][C:23]([S:27]([NH:30][C:31]4[CH:36]=[CH:35][N:34]=[CH:33][N:32]=4)(=[O:29])=[O:28])=[CH:24][CH:25]=3)[CH:20]=[CH:19][N:18]=2)=[CH:11][CH:10]=1)[CH:2]([CH3:5])[CH3:1] |f:1.2|. Reactants: FC1=CC=C(C(=N1)OC)C1=NC=CC2=CC(=CC=C12)S(=O)(=O)NC1=NC=NC=C1 (1-(6-fluoro-2-methoxypyridin-3-yl)-N-(pyrimidin-4-yl)isoquinoline-6-sulfonamide), ice, CC(CO)C (2-methylpropan-1-ol), [H-].[Na+] (sodium hydride). Yield: 40404.0%. RXN SMILES: [CH3:1][C:2]1[C:8](=[O:9])[C:7]2[N:10]3[C@@:14]([O:21][CH3:22])([C@H:15]([CH2:16][O:17][C:18]([NH2:20])=[O:19])[C:6]=2[C:4](=[O:5])[C:3]=1[O:24][CH3:25])[C@H:13]1[NH:23][C@H:12]1[CH2:11]3.[OH-].[K+].C(=O)=O.CC(C)=O.[O:35]1[CH2:40][CH2:39]C(O)[CH2:37][CH2:36]1>CCOCC.O1CCCC1>[C:18](=[O:17])([OH:19])[NH2:20].[OH:17][CH2:16][CH:15]1[C:6]2[C:4](=[O:5])[C:3]([O:24][CH:25]3[CH2:39][CH2:40][O:35][CH2:36][CH2:37]3)=[C:2]([CH3:1])[C:8](=[O:9])[C:7]=2[N:10]2[CH2:11][CH:12]3[NH:23][CH:13]3[C:14]12[O:21][CH3:22] |f:1.2,8.9|. The solvent is CCOCC (ether), CCOCC (ether), CCOCC (ether), CCOCC (ether), O1CCCC1 (tetrahydrofuran). Isolated yield 21.0%. Procedure: A solution of mitomycin A (100 mg) in 2 ml of tetrahydro-4H-pyran-4-ol was stirred at room temperature and under nitrogen for 45 minutes with 500 mg of a 1.6% solution of KOH in tetrahydro-4H-pyran-4-ol. The reaction mixture was diluted with a little ether and then decomposed with dry ice. Additional ether was added and the solid that deposited (42 mg) was filtered off and discarded. The pink filtrate was concentrated under reduced pressure and the residue was isolated twice on a silica gel plat... Yields the product C(N)(O)=O.OCC1C2(N(C=3C(C(=C(C(C13)=O)OC1CCOCC1)C)=O)CC1C2N1)OC (1,1a,2,8,8a,8b-Hexahydro-8-(hydroxymethyl)-8a-methoxy-5-methyl -6-[(Tetrahydro-4H-pyran-4-yl)oxy]azirino[2',3':3,4]pyrrolo[1,2-a]indole-4,7-dione carbamate). Starting materials: C(=O)=O (dry ice), CC(=O)C (acetone), CC1=C(C(=O)C2=C(C1=O)N3C[C@H]4[C@@H]([C@@]3([C@@H]2COC(=O)N)OC)N4)OC (mitomycin A), solution, [OH-].[K+] (KOH), O1CCC(CC1)O (tetrahydro-4H-pyran-4-ol), O1CCC(CC1)O (tetrahydro-4H-pyran-4-ol). RXN SMILES: [F:1][C:2]1[CH:3]=[C:4]([O:19][CH2:20][CH2:21][O:22][CH3:23])[C:5]([O:14][CH2:15][CH2:16][O:17][CH3:18])=[C:6]([CH:8]([C:11](=O)[CH3:12])[C:9]#[N:10])[CH:7]=1.Cl.Cl.[NH2:26][NH2:27].C(=O)(O)[O-].[Na+]>C(O)C>[F:1][C:2]1[CH:3]=[C:4]([O:19][CH2:20][CH2:21][O:22][CH3:23])[C:5]([O:14][CH2:15][CH2:16][O:17][CH3:18])=[C:6]([C:8]2[C:11]([CH3:12])=[N:26][NH:27][C:9]=2[NH2:10])[CH:7]=1 |f:1.2.3,4.5|. The solvent is C(C)O (ethanol). Product: FC=1C=C(C(=C(C1)C=1C(=NNC1N)C)OCCOC)OCCOC (4-(5-fluoro-2,3-bis{[2-(methyloxy)ethyl]oxy}phenyl)-3-methyl-1H-pyrazol-5-amine). Procedure details: To a solution of 2-(5-fluoro-2,3-bis{[2-(methyloxy)ethyl]oxy}phenyl)-3-oxobutanenitrile (0.26 mg, 0.80 mmol) in ethanol (5 mL) was added hydrazine dihydrochloride (105 mg, 0.9 mmol). The resulting mixture was heated at reflux for 1 hour. It was cooled to room temperature then poured into a saturated sodium bicarbonate solution (10 mL) and the mixture was extracted with ethyl acetate (3×10 mL). The combined extract was washed with aqueous sodium bicarbonate solution, brine, dried over sodium sulf... The reactants are FC=1C=C(C(=C(C1)C(C#N)C(C)=O)OCCOC)OCCOC (2-(5-fluoro-2,3-bis{[2-(methyloxy)ethyl]oxy}phenyl)-3-oxobutanenitrile), Cl.Cl.NN (hydrazine dihydrochloride), C([O-])(O)=O.[Na+] (sodium bicarbonate). Isolated yield 56.3%. Reactants: O=C1Nc2ccc(Br)cc2C1=O, BrC(c1ccccc1)c1ccccc1, FC(F)(F)c1ccc(CBr)o1, O=C1Nc2cc3c(cc2C1=O)OCCO3. Yields the product O=C1C(=O)N(C(c2ccccc2)c2ccccc2)c2ccc(Br)cc21. As a reaction SMILES: [Br:1][c:2]1[cH:3][c:4]2[c:8]([cH:9][cH:10]1)[NH:7][C:6](=[O:11])[C:5]2=[O:12].[Br:28][CH:29]([c:30]1[cH:31][cH:32][cH:33][cH:34][cH:35]1)[c:36]1[cH:37][cH:38][cH:39][cH:40][cH:41]1.[Br:42][CH2:43][c:44]1[o:45][c:46]([C:47]([F:48])([F:49])[F:50])[cH:51][cH:52]1.[O:13]1[c:14]2[cH:15][c:16]3[c:22]([cH:23][c:24]2[O:25][CH2:26][CH2:27]1)[NH:21][C:19](=[O:20])[C:17]3=[O:18]>>[Br:1][c:2]1[cH:3][c:4]2[c:8]([cH:9][cH:10]1)[N:7]([CH:29]([c:30]1[cH:31][cH:32][cH:33][cH:34][cH:35]1)[c:36]1[cH:37][cH:38][cH:39][cH:40][cH:41]1)[C:6](=[O:11])[C:5]2=[O:12]. The reactants are [H-].[Na+] (sodium hydride), CS(=O)(=O)OCCOC1=CC2=CC=CC=C2C=C1 (2-(2-naphthalenyloxy)ethyl methanesulfonate), O (water). Solvent: CN(C=O)C (dimethylformamide). Conditions: temperature 60 celsius, time 30 minute. Yields the product CC1=C(C=CC(=C1)OCCOC1=CC2=CC=CC=C2C=C1)C(C)=O (1-[2-methyl-4-[2-(2-naphthalenyloxy)ethoxy]phenyl]ethanone). Reaction SMILES: [H-].[Na+].CS([O:7][CH2:8][CH2:9][O:10][C:11]1[CH:20]=[CH:19][C:18]2[C:13](=[CH:14][CH:15]=[CH:16][CH:17]=2)[CH:12]=1)(=O)=O.[OH2:21]>CN(C)C=O>[CH3:17][C:18]1[CH:19]=[C:20]([O:7][CH2:8][CH2:9][O:10][C:11]2[CH:20]=[CH:19][C:18]3[C:13](=[CH:14][CH:15]=[CH:16][CH:17]=3)[CH:12]=2)[CH:11]=[CH:12][C:13]=1[C:14](=[O:21])[CH3:15] |f:0.1|. Procedure: A stirred mixture of 4-hydroxy-2-methylacetophonone (2 g) in dimethylformamide (30 mL) under argon was treated with 55% sodium hydride (0.58 g), stirred for 30 minutes and treated with 2-(2-naphthalenyloxy)ethyl methanesulfonate (3.65 g). The mixture was heated at 60° C. for 2 hours, cooled, diluted with water and filtered. The damp solids were mixed with water and excess sodium hydroxide solution, the product was extracted twice with dichloromethane, and the organic layers were washed with wate... Reactants: C1(=CC=C(C=C1)S(=O)(=O)O)C (p-toluenesulfonic acid), OCC(CO)(CO)C (2-(hydroxymethyl)-2-methyl-1,3propanediol), C([O-])([O-])=O.[K+].[K+] (potassium carbonate). Run in CC(=O)C (acetone). Run at time 5 hour. Yields the product OCC1(COC(OC1)(C)C)C (5-(hydroxymethyl)-2,2,5-trimethyl-1,3-dioxane). Yield: 8383.8%. As a reaction SMILES: [C:1]1(C)[CH:6]=CC(S(O)(=O)=O)=C[CH:2]=1.[OH:12][CH2:13][C:14]([CH3:19])([CH2:17][OH:18])[CH2:15][OH:16].C(=O)([O-])[O-].[K+].[K+]>CC(C)=O>[OH:12][CH2:13][C:14]1([CH3:19])[CH2:17][O:18][C:1]([CH3:6])([CH3:2])[O:16][CH2:15]1 |f:2.3.4|. Reported procedure: 1.0 g of p-toluenesulfonic acid is added to 96.2 g (0.80 mol) of 2-(hydroxymethyl)-2-methyl-1,3propanediol in 600 ml of acetone, and the mixture is heated to reflux. After 5 hours, the solution is neutralized while still hot by adding 3.0 g of potassium carbonate, and the mixture is stirred for a further 30 minutes and subsequently allowed to stand at room temperature overnight. The mixture is filtered through kieselguhr, and the solvent is removed by distillation in vacuo, leaving about 180 ml ... Starting materials: CN1C=NC=C1 (N-methyl-imidazol), S(=O)(=O)(C1=CC=C(C)C=C1)Cl (tosyl chloride), C=C(CO)CO (2-Methylene-1,3-propanediol), C(CCC)[Sn](CCCC)=O (dibutyltinoxide). Run in C1(=CC=CC=C1)C (toluene), O (water). Conditions: time 15 minute. The product is C1(=CC=C(C=C1)S(=O)(=O)OCC(CO)=C)C (1-O-(p-toluenesulfonyl)-2-methylene-1,3-propanediol). Yield: 32.4%. RXN SMILES: [CH2:1]=[C:2]([CH2:5][OH:6])[CH2:3][OH:4].C([Sn](=O)CCCC)CCC.CN1C=CN=C1.[S:23](Cl)([C:26]1[CH:32]=[CH:31][C:29]([CH3:30])=[CH:28][CH:27]=1)(=[O:25])=[O:24]>C1(C)C=CC=CC=1.O>[C:29]1([CH3:30])[CH:31]=[CH:32][C:26]([S:23]([O:4][CH2:3][C:2](=[CH2:1])[CH2:5][OH:6])(=[O:25])=[O:24])=[CH:27][CH:28]=1. Procedure details: 2-Methylene-1,3-propanediol (480 mg) and dibutyltinoxide (1,7 g) were dissolved in toluene (30 ml) and the resulting suspension was refluxed for 1 hour eliminating water with the help of a Dean-Stark apparatus. The flask was cooled down to room temperature and then, N-methyl-imidazol (797 ml) and tosyl chloride (1,56 g) were added. After 15 minutes stirring, the reaction crude was directly purified by column chromatography (hexane-ethyl acetate v/v from 7:1 to 1:1). The title compound (428 mg) w... Starting materials: C1(CCCCCCC1)CO (Cyclooctylmethanol), Br (HBr), C(O)([O-])=O.[Na+] (sodium hydrogencarbonate). Reaction conditions: temperature 130 celsius. Yields the product C1(CCCCCCC1)CBr (Cyclo-octylmethyl Bromide). Reaction SMILES: [CH:1]1([CH2:9]O)[CH2:8][CH2:7][CH2:6][CH2:5][CH2:4][CH2:3][CH2:2]1.C(=O)([O-])O.[Na+].[BrH:16]>>[CH:1]1([CH2:9][Br:16])[CH2:8][CH2:7][CH2:6][CH2:5][CH2:4][CH2:3][CH2:2]1 |f:1.2|. Procedure details: Cyclooctylmethanol (8.16 g) was dissolved in 47% HBr-solution (70 ml) and refluxed for 1 hour at 130° C. The reaction mixture was poured onto icewater (500 ml) and saturated sodium hydrogencarbonate solution (500 ml) was added. The aqueous solution was extracted with dichloromethane. The combined organic phases were washed with water, brine and dried over sodium sulfate, filtered and concentrated in vacuo. The residue was chromatographed on silica gel in toluene as eluent. The fractions containi... Starting materials: C(C)(=O)OC(C)=O (acetic anhydride), ClC1=CC=C(C=C1)SC1=C(N(C=2CCCC(C12)=NO)CC(=O)OCC)C (ethyl [3-(4-chlorophenylsulfanyl)-4-(hydroxyimino)-2-methyl-4,5,6,7-tetrahydro-1H-indol-1-yl]acetate), [I-].[Na+] (sodium iodide), C(C)(=O)OC(C)=O (acetic anhydride). Solvent: C=1(C(=CC=CC1)C)C (xylene), C(C)(=O)O (acetic acid), C=1(C(=CC=CC1)C)C (xylene), C(C)(=O)O (acetic acid). Reaction conditions: temperature 97 celsius, time 2 hour. Product: C(C)(=O)NC1=C2C(=C(N(C2=CC=C1)CC(=O)OCC)C)SC1=CC=C(C=C1)Cl (ethyl [4-acetylamino-3-(4-chlorophenylsulfanyl)-2-methyl-1H-indol-1-yl]acetate). As a reaction SMILES: [I-].[Na+].[C:3](OC(=O)C)(=[O:5])[CH3:4].[Cl:10][C:11]1[CH:16]=[CH:15][C:14]([S:17][C:18]2[C:26]3[C:25](=[N:27]O)[CH2:24][CH2:23][CH2:22][C:21]=3[N:20]([CH2:29][C:30]([O:32][CH2:33][CH3:34])=[O:31])[C:19]=2[CH3:35])=[CH:13][CH:12]=1>C1(C)C(C)=CC=CC=1.C(O)(=O)C>[C:3]([NH:27][C:25]1[CH:24]=[CH:23][CH:22]=[C:21]2[C:26]=1[C:18]([S:17][C:14]1[CH:15]=[CH:16][C:11]([Cl:10])=[CH:12][CH:13]=1)=[C:19]([CH3:35])[N:20]2[CH2:29][C:30]([O:32][CH2:33][CH3:34])=[O:31])(=[O:5])[CH3:4] |f:0.1|. Reported procedure: In flask 1, a mixture of sodium iodide (171.6 mg, 1.14 mmol) in xylene (12.5 mL), acetic acid (12.5 ml) and acetic anhydride (4.2 mL, 44.54 mmoles) was heated to 97° C. In flask 2, acetic anhydride (4.2 mL, 44.5 mmol) was added to a stirred slurry of ethyl [3-(4-chlorophenylsulfanyl)-4-(hydroxyimino)-2-methyl-4,5,6,7-tetrahydro-1H-indol-1-yl]acetate (10 g, 22.3 mmol corrected for assay) in xylene (12.5 mL) and acetic acid (12.5 ml) at ambient temperature. The mixture in flask 2 was added to the ...